Dataset: the Open Reaction Database (ORD), a public repository of structured organic reaction records. Task: describe an organic reaction: reactants, conditions, products, and yield Starting materials: N1=CC=CC=C1 (pyridine), ClC1=NC=C(C(=O)O)C=C1 (6-chloronicotinic acid), CN (methylamine), Cl (hydrochloric acid). Solvent: O (water). Yields the product CNC1=NC=C(C(=O)O)C=C1 (6-Methylaminonicotinic acid). As a reaction SMILES: [N:1]1C=CC=C[CH:2]=1.Cl[C:8]1[CH:16]=[CH:15][C:11]([C:12]([OH:14])=[O:13])=[CH:10][N:9]=1.CN.Cl>O>[CH3:2][NH:1][C:8]1[CH:16]=[CH:15][C:11]([C:12]([OH:14])=[O:13])=[CH:10][N:9]=1. Reported procedure: A 20 ml pyridine solution of 10 g of 6-chloronicotinic acid and 27 ml of 40% methylamine aqueous solution was heated at 150° C. for 24 hours in a sealed tube. After spontaneous cooling to room temperature, this was mixed with water and adjusted to pH 3 with 1 N aqueous hydrochloric acid. The precipitated crystals were collected by filtration to obtain 5.82 g of the title compound as grayish white crystals.